Dataset: the Open Reaction Database (ORD), a public repository of structured organic reaction records. Task: describe an organic reaction: reactants, conditions, products, and yield The reactants are O=C1N(CN(C12CCNCC2)C2=CC=CC=C2)CC=2C=C(C(=O)OC(C)(C)C)C=CC2 (tert-Butyl 3-((4-oxo-1-phenyl-1,3,8-triazaspiro[4.5]decan-3-yl)methyl)benzoate), IC1=CC=C(C=C1)CCCC (1-iodo-4-butylbenzene), C([O-])([O-])=O.[K+].[K+] (potassium carbonate). Solvent: CN(C=O)C (N,N-dimethylformamide), C(C)(=O)OCC (ethyl acetate). Yields the product O=C1N(CN(C12CCN(CC2)CCCCC2=CC=CC=C2)C2=CC=CC=C2)CC=2C=C(C(=O)OC(C)(C)C)C=CC2 (tert-butyl 3-((4-oxo-1-phenyl-8-(4-phenylbutyl)-1,3,8-triazaspiro[4.5]decan-3-yl)methyl)benzoate). Yield: 91.4%. Reaction SMILES: [O:1]=[C:2]1[C:6]2([CH2:11][CH2:10][NH:9][CH2:8][CH2:7]2)[N:5]([C:12]2[CH:17]=[CH:16][CH:15]=[CH:14][CH:13]=2)[CH2:4][N:3]1[CH2:18][C:19]1[CH:20]=[C:21]([CH:29]=[CH:30][CH:31]=1)[C:22]([O:24][C:25]([CH3:28])([CH3:27])[CH3:26])=[O:23].I[C:33]1[CH:38]=[CH:37][C:36]([CH2:39][CH2:40][CH2:41][CH3:42])=[CH:35][CH:34]=1.C(=O)([O-])[O-].[K+].[K+]>CN(C)C=O.C(OCC)(=O)C>[O:1]=[C:2]1[C:6]2([CH2:11][CH2:10][N:9]([CH2:42][CH2:41][CH2:40][CH2:39][C:36]3[CH:37]=[CH:38][CH:33]=[CH:34][CH:35]=3)[CH2:8][CH2:7]2)[N:5]([C:12]2[CH:13]=[CH:14][CH:15]=[CH:16][CH:17]=2)[CH2:4][N:3]1[CH2:18][C:19]1[CH:20]=[C:21]([CH:29]=[CH:30][CH:31]=1)[C:22]([O:24][C:25]([CH3:28])([CH3:26])[CH3:27])=[O:23] |f:2.3.4|. Procedure: tert-Butyl 3-((4-oxo-1-phenyl-1,3,8-triazaspiro[4.5]decan-3-yl)methyl)benzoate (0.25 g, 0.593 mmol), 1-iodo-4-butylbenzene (0.15 g, 0.593 mmol), and potassium carbonate (0.12 g, 0.890 mmol) in N,N-dimethylformamide (8 mL) were stirred at 65° C. for 2 hours. The reaction was diluted with ethyl acetate, washed with water and brine, dried (MgSO4), and evaporated. The residue was purified by PTLC (5% methanol/dichloromethane) to give product as an oil (0.30 g, 90%); MS for C35H43N3O3 m/z 554 (M+H)+. Reactants: C#CC(CCC)O (1-hexine-3-ol), IC1=C(C(=C(C=C1)F)F)F (4-iodo-1,2,3-trifluorobenzene), S(=S)(=O)([O-])[O-].[Na+].[Na+] (sodium thiosulfate). The solvent is CN(C)C=O (DMF), CN(C)C=O (DMF), C(C)N(CC)CC (triethylamine), [Cu](I)I (copper iodide), tetrakistriphenylphosphine palladium (0). Run at temperature 55 celsius, time 3 hour. The product is OC(C#CC1=C(C(=C(C=C1)F)F)F)CCC (1-(3-hydroxy-1-hexynyl)-2,3,4-trifluorobenzene). Reaction SMILES: [CH:1]#[C:2][CH:3]([OH:7])[CH2:4][CH2:5][CH3:6].S([O-])([O-])(=O)=S.[Na+].[Na+].I[C:16]1[CH:21]=[CH:20][C:19]([F:22])=[C:18]([F:23])[C:17]=1[F:24]>CN(C=O)C.C(N(CC)CC)C.[Cu](I)I>[OH:7][CH:3]([CH2:4][CH2:5][CH3:6])[C:2]#[C:1][C:16]1[CH:21]=[CH:20][C:19]([F:22])=[C:18]([F:23])[C:17]=1[F:24] |f:1.2.3|. Procedure: In a nitrogen atmosphere, 4-iodo-1,2,3-trifluorobenzene was dissolved into DMF, into which triethylamine, copper iodide (I), and tetrakistriphenylphosphine palladium (0) were added and heated to 55° C. Then, the DMF solution containing 1-hexine-3-ol was added dropwise for 20 minutes, and stirred for 3 hours. After the reaction mixture was poured into a sodium thiosulfate aqueous solution, and stirred for a while, an organic layer was separated, and an aqueous layer was extracted with toluene. Af... Reactants: ClC1=C(COC(NC=2C(=NOC2C2=CC=C(C=C2)Br)C)=O)C=CC=C1 ([5-(4-bromo-phenyl)-3-methyl-isoxazol-4-yl]-carbamic acid 2-chloro-benzyl ester), C(C)OC(CC1=CC=C(C=C1)B1OC(C(O1)(C)C)(C)C)=O ([4-(4,4,5,5-tetramethyl-[1,3,2]dioxaborolan-2-yl)-phenyl]-acetic acid ethyl ester). Product: C(C)OC(CC1=CC=C(C=C1)C1=CC=C(C=C1)C1=C(C(=NO1)C)NC(=O)OCC1=C(C=CC=C1)Cl)=O ({4′-[4-(2-chloro-benzyloxycarbonylamino)-3-methyl-isoxazol-5-yl]-biphenyl-4-yl}-acetic acid ethyl ester). As a reaction SMILES: [Cl:1][C:2]1[CH:25]=[CH:24][CH:23]=[CH:22][C:3]=1[CH2:4][O:5][C:6](=[O:21])[NH:7][C:8]1[C:9]([CH3:20])=[N:10][O:11][C:12]=1[C:13]1[CH:18]=[CH:17][C:16](Br)=[CH:15][CH:14]=1.[CH2:26]([O:28][C:29](=[O:46])[CH2:30][C:31]1[CH:36]=[CH:35][C:34](B2OC(C)(C)C(C)(C)O2)=[CH:33][CH:32]=1)[CH3:27]>>[CH2:26]([O:28][C:29](=[O:46])[CH2:30][C:31]1[CH:36]=[CH:35][C:34]([C:16]2[CH:17]=[CH:18][C:13]([C:12]3[O:11][N:10]=[C:9]([CH3:20])[C:8]=3[NH:7][C:6]([O:5][CH2:4][C:3]3[CH:22]=[CH:23][CH:24]=[CH:25][C:2]=3[Cl:1])=[O:21])=[CH:14][CH:15]=2)=[CH:33][CH:32]=1)[CH3:27]. Reported procedure: Following the procedure described in Example 36, Step 6, [5-(4-bromo-phenyl)-3-methyl-isoxazol-4-yl]-carbamic acid 2-chloro-benzyl ester and [4-(4,4,5,5-tetramethyl-[1,3,2]dioxaborolan-2-yl)-phenyl]-acetic acid ethyl ester were reacted to provide {4′-[4-(2-chloro-benzyloxycarbonylamino)-3-methyl-isoxazol-5-yl]-biphenyl-4-yl}-acetic acid ethyl ester, which was hydrolyzed to the acid as described in Example 36, Step 7.